Dataset: the Open Reaction Database (ORD), a public repository of structured organic reaction records. Task: describe an organic reaction: reactants, conditions, products, and yield Starting materials: Cc1sc(C2CCN(C(=O)OC(C)(C)C)CC2)nc1C=O, C1CCOC1, CCOCC. The product is Cc1sc(C2CCN(C(=O)OC(C)(C)C)CC2)nc1C(C)O. RXN SMILES: [C:1]([CH3:2])([CH3:3])([CH3:4])[O:5][C:6](=[O:7])[N:8]1[CH2:9][CH2:10][CH:11]([c:14]2[s:15][c:16]([CH3:21])[c:17]([CH:19]=[O:20])[n:18]2)[CH2:12][CH2:13]1.[CH2:22]1[O:23][CH2:24][CH2:25][CH2:26]1.[CH3:27][CH2:28][O:29][CH2:30][CH3:31]>>[C:1]([CH3:2])([CH3:3])([CH3:4])[O:5][C:6](=[O:7])[N:8]1[CH2:9][CH2:10][CH:11]([c:14]2[s:15][c:16]([CH3:21])[c:17]([CH:19]([OH:20])[CH3:22])[n:18]2)[CH2:12][CH2:13]1. Reactants: ClCC(=O)N[C@@H](CO)C1=CC=CC=C1 (2-Chloro-N-[(1R)-2-hydroxy-1-phenylethyl]acetamide), [H-].[Na+] (NaH), [NH4+].[Cl-] (NH4Cl). Solvent: C1CCOC1 (THF). Reaction conditions: time 1 hour. Yields the product C1(=CC=CC=C1)[C@@H]1COCC(N1)=O ((5R)-5-Phenylmorpholin-3-one). RXN SMILES: Cl[CH2:2][C:3]([NH:5][C@H:6]([C:9]1[CH:14]=[CH:13][CH:12]=[CH:11][CH:10]=1)[CH2:7][OH:8])=[O:4].[H-].[Na+].[NH4+].[Cl-]>C1COCC1>[C:9]1([C@H:6]2[NH:5][C:3](=[O:4])[CH2:2][O:8][CH2:7]2)[CH:14]=[CH:13][CH:12]=[CH:11][CH:10]=1 |f:1.2,3.4|. Procedure details: To a solution of 2-chloro-N-[(1R)-2-hydroxy-1-phenylethyl]acetamide from Step A (12.0 g, 56 mmol) in THF (750 mL) at 0° C. was added NaH (4.48 g of a 60% dispersion in oil, 112 mmol) in portions over 1 h and the mixture was stirred at ambient temperature for 1 h. Saturated aqueous NH4Cl (100 mL) was added and the mixture was extracted with EtOAc (2×200 mL). The combined organic layers were dried over Na2SO4, filtered, and concentrated in vacuo to give the title compound. MS: m/z=178 (M+1).